This data is from the Open Reaction Database (ORD), a public repository of structured organic reaction records. The task is: describe an organic reaction: reactants, conditions, products, and yield Reactants: ClC1=C(C=C(C=C1)OC)NC(C)C=1C(=NC(=NC1)Cl)Cl ((±)-(2-chloro-5-methoxy-phenyl)-[1-(2,4-dichloro-pyrimidin-5-yl)-ethyl]-amine), C1(=CC=CC=C1)N=C=O (phenyl isocyanate), [N-]=C=O (isocyanate). Solvent: hexanes. Run at temperature 150 celsius. The product is ClC1=C(C=C(C=C1)OC)N(C(=O)NC1=CC=CC=C1)C(C)C=1C=NC(=NC1)Cl ((±)-1-(2-chloro-5-methoxy-phenyl)-1-[1-(2-chloropyrimidin-5-yl)-ethyl]-3-phenyl-urea). Reaction SMILES: [Cl:1][C:2]1[CH:7]=[CH:6][C:5]([O:8][CH3:9])=[CH:4][C:3]=1[NH:10][CH:11]([C:13]1[C:14](Cl)=[N:15][C:16]([Cl:19])=[N:17][CH:18]=1)[CH3:12].[C:21]1([N:27]=[C:28]=[O:29])[CH:26]=[CH:25][CH:24]=[CH:23][CH:22]=1.[N-]=C=O>>[Cl:1][C:2]1[CH:7]=[CH:6][C:5]([O:8][CH3:9])=[CH:4][C:3]=1[N:10]([CH:11]([C:13]1[CH:14]=[N:15][C:16]([Cl:19])=[N:17][CH:18]=1)[CH3:12])[C:28]([NH:27][C:21]1[CH:26]=[CH:25][CH:24]=[CH:23][CH:22]=1)=[O:29]. Procedure: (±)-(2-Chloro-5-methoxy-phenyl)-[1-(2,4-dichloro-pyrimidin-5-yl)-ethyl]-amine (70 mg; 0.21 mmol) (from Example 12a supra) was combined with phenyl isocyanate (60 μL; 0.55 mmol) (Aldrich) and heated (neat) at 150° C. for 65 minutes. Thin layer chromatography analysis showed some unreacted starting material remained. Additional isocyanate (20 μL; 0.18 mmol) was added and the mixture heated at 150° C. for an additional 30 minutes. Upon cooling, hexanes was added. After stirring, the supernatant was... Reactants: COC=1C=C(C(=O)Cl)C=C(C1OC)OC (3,4,5-trimethoxybenzoyl chloride), Cl.CNOC (N,O-dimethylhydroxylamine hydrochloride), N1=CC=CC=C1 (pyridine). The solvent is C(C)O (ethanol). Run at temperature 0 celsius, time 1 hour. Product: CON(C(C1=CC(=C(C(=C1)OC)OC)OC)=O)C (N-methoxy-N-methyl-(3,4,5-trimethoxy)benzamide). The yield is 97.9%. RXN SMILES: [CH3:1][O:2][C:3]1[CH:4]=[C:5]([CH:9]=[C:10]([O:14][CH3:15])[C:11]=1[O:12][CH3:13])[C:6](Cl)=[O:7].Cl.[CH3:17][NH:18][O:19][CH3:20].N1C=CC=CC=1>C(O)C>[CH3:20][O:19][N:18]([CH3:17])[C:6](=[O:7])[C:5]1[CH:4]=[C:3]([O:2][CH3:1])[C:11]([O:12][CH3:13])=[C:10]([O:14][CH3:15])[CH:9]=1 |f:1.2|. Procedure: Dissolve 3,4,5-trimethoxybenzoyl chloride (2.3 g, 10 mmol) and N,O-dimethylhydroxylamine hydrochloride (1.10 g, 11 mmol) in ethanol-free chloroform at room temperature. Cool the solution to 0° C. and add pyridine (1.85 g, 22 mmol). Stir at ambient temperature for 1 hour and evaporate the solvent in vacuo. Partition the residue between aqueous sodium chloride and a 1:1 mixture of ethyl ether and methylene chloride. Separate the organic phase, dry (Na2SO4), and evaporate the solvent in vacuo to yi... Reactants: O (water), OC=1C=C(C=CC1)B(O)O (3-hydroxyphenylboronic acid), IC1=CC=C(C=C1)OC (4-iodoanisole). Reagents/catalysts: CC(=O)[O-].CC(=O)[O-].[Pd+2] (Pd(OAc)2). Solvent: CC(=O)C (acetone), C(=O)([O-])[O-].[K+].[K+] (K2CO3), CC(=O)C (acetone). Run at time 10 minute. Product: COC1=CC=C(C=C1)C1=CC(=CC=C1)O (4′-Methoxybiphenyl-3-ol). Isolated yield 82.1%. As a reaction SMILES: [OH:1][C:2]1[CH:3]=[C:4](B(O)O)[CH:5]=[CH:6][CH:7]=1.I[C:12]1[CH:17]=[CH:16][C:15]([O:18][CH3:19])=[CH:14][CH:13]=1.O>C([O-])([O-])=O.[K+].[K+].CC(C)=O.CC([O-])=O.CC([O-])=O.[Pd+2]>[CH3:19][O:18][C:15]1[CH:16]=[CH:17][C:12]([C:6]2[CH:5]=[CH:4][CH:3]=[C:2]([OH:1])[CH:7]=2)=[CH:13][CH:14]=1 |f:3.4.5,7.8.9|. Procedure: To a solution of 3-hydroxyphenylboronic acid (1.00 g, 7.3 mmol) in 2M aqueous K2CO3 (4 mL) was added a solution of 4-iodoanisole (1.70 g, 7.3 mmol) in acetone (4 mL). A homogeneous mixture was obtained by sequential addition of water (60 mL) and acetone (30 mL). Catalytic Pd(OAc)2 was added (160 mg, 0.73 mmol) and the mixture was stirred for 10 min at room temperature. The acetone was removed from the dark brown solution in vacuo and the resultant aqueous mixture was acidified with 1N HCl (20 mL... The reactants are C(C)(C)(C)OC(N(C1=NC=C(C=C1)C=O)C=1C(N(C=C(C1)Br)C)=O)=O ((5-bromo-1-methyl-2-oxo-1,2-dihydro-pyridin-3-yl)-(5-formyl-pyridin-2-yl)-carbamic acid tert-butyl ester), C(C)N (ethanamine), solution, C(C)(=O)O[BH-](OC(C)=O)OC(C)=O.[Na+] (sodium triacetoxyborohydride), C(C)(=O)O (acetic acid), C(C)N (ethanamine). The solvent is C(Cl)Cl (DCM), C1CCOC1 (THF). The product is C(C)(C)(C)OC(N(C1=NC=C(C=C1)CNCC)C=1C(N(C=C(C1)Br)C)=O)=O ((5-bromo-1-methyl-2-oxo-1,2-dihydro-pyridin-3-yl)-(5-ethylaminomethyl-pyridin-2-yl)-carbamic acid tert-butyl ester). Yield: 63.5%. RXN SMILES: [C:1]([O:5][C:6](=[O:25])[N:7]([C:16]1[C:17](=[O:24])[N:18]([CH3:23])[CH:19]=[C:20]([Br:22])[CH:21]=1)[C:8]1[CH:13]=[CH:12][C:11]([CH:14]=O)=[CH:10][N:9]=1)([CH3:4])([CH3:3])[CH3:2].[CH2:26]([NH2:28])[CH3:27].C(O[BH-](OC(=O)C)OC(=O)C)(=O)C.[Na+].C(O)(=O)C>C1COCC1.C(Cl)Cl>[C:1]([O:5][C:6](=[O:25])[N:7]([C:16]1[C:17](=[O:24])[N:18]([CH3:23])[CH:19]=[C:20]([Br:22])[CH:21]=1)[C:8]1[CH:13]=[CH:12][C:11]([CH2:14][NH:28][CH2:26][CH3:27])=[CH:10][N:9]=1)([CH3:3])([CH3:4])[CH3:2] |f:2.3|. Reported procedure: (5-bromo-1-methyl-2-oxo-1,2-dihydro-pyridin-3-yl)-(5-formyl-pyridin-2-yl)-carbamic acid tert-butyl ester (500 mg, 1.22 mmol), ethanamine (6.12 ml of a 2.0 M solution in THF), sodium triacetoxyborohydride (649 mg, 3.06 mmol), and acetic acid (147 mg, 2.45 mmol) were added to a 20 ml microwave vial. The vial was capped and heated in a sand bath at 40 degrees centigrade overnight. TLC and LCMS analysis showed the reaction to be incomplete. Another 6 ml of ethanamine was added to the vial and the re... The reactants are CCO, CCCC=CC1CCC(c2ccc(C(C)=O)cc2)CC1, [K+], NN, [OH-], O, OCCOCCO. The product is CCCC=CC1CCC(c2ccc(CC)cc2)CC1. As a reaction SMILES: [CH3:26][CH2:27][OH:28].[CH:1](=[CH:2][CH2:3][CH2:4][CH3:5])[CH:6]1[CH2:7][CH2:8][CH:9]([c:12]2[cH:13][cH:14][c:15]([C:18]([CH3:19])=[O:20])[cH:16][cH:17]2)[CH2:10][CH2:11]1.[K+:25].[NH2:22][NH2:23].[OH-:24].[OH2:21].[OH:29][CH2:30][CH2:31][O:32][CH2:33][CH2:34][OH:35]>>[CH:1](=[CH:2][CH2:3][CH2:4][CH3:5])[CH:6]1[CH2:7][CH2:8][CH:9]([c:12]2[cH:13][cH:14][c:15]([CH2:18][CH3:19])[cH:16][cH:17]2)[CH2:10][CH2:11]1. Reaction SMILES: [OH:1][C:2]1[CH:7]=[CH:6][C:5]([C:8]2[C:16]3[O:15][CH:14]=[CH:13][C:12]=3[CH:11]=[C:10]([CH:17]=O)[CH:9]=2)=[CH:4][CH:3]=1.[NH2:19][OH:20].CO.N1C=CC=CC=1>CCOCC>[OH:1][C:2]1[CH:7]=[CH:6][C:5]([C:8]2[C:16]3[O:15][CH:14]=[CH:13][C:12]=3[CH:11]=[C:10]([CH:17]=[N:19][OH:20])[CH:9]=2)=[CH:4][CH:3]=1. Starting materials: OC1=CC=C(C=C1)C1=CC(=CC=2C=COC21)C=O (7-(4-hydroxyphenyl)-benzofuran-5-carbaldehyde), NO (hydroxylamine), CO (MeOH), N1=CC=CC=C1 (pyridine). Product: OC1=CC=C(C=C1)C1=CC(=CC=2C=COC21)C=NO (7-(4-Hydroxyphenyl)-benzofuran-5-carbaldehyde oxime). Reaction conditions: temperature 68 celsius. Procedure details: To a 25 ml round bottom flask was added 7-(4-hydroxyphenyl)-benzofuran-5-carbaldehyde (400 mg, 1.68 mmol), hydroxylamine hydrochlorode (234 mg, 3.36 mmol), anhydrous MeOH (10.4 ml), and anhydrous pyridine (0.272 ml, 3.36 mmol). The reaction was then heated to 68° C. and the reaction was brought to reflux for 1 h. The reaction was then cooled to room temperature, dilute with ether, and the layers separated. The ether layer was washed with water, dried over anhydrous Na2SO4, passed through a silic... The solvent is CCOCC (ether). Reactants: C1CCOC1, CON(C)C(=O)CC(C)CC(=O)O, Cl, [Li]C, O. Yields the product CC(=O)CC(C)CC(=O)O. RXN SMILES: [CH2:18]1[O:19][CH2:20][CH2:21][CH2:22]1.[CH3:1][O:2][N:3]([C:4]([CH2:5][CH:6]([CH2:7][C:8](=[O:9])[OH:10])[CH3:11])=[O:12])[CH3:13].[ClH:17].[Li:14][CH3:15].[OH2:16]>>[C:4]([CH2:5][CH:6]([CH2:7][C:8](=[O:9])[OH:10])[CH3:11])(=[O:12])[CH3:15]. The reactants are [OH-].[K+] (potassium hydroxide), C1=C(C=CC=2SC3=C(CCC21)C=CC=C3)CC(=O)O (10,11-dihydrodibenzo[b.f]-thiepin-2-acetic acid). The solvent is CO (methanol). Yields the product C1=C(C=CC=2SC3=C(CCC21)C=CC=C3)CC(=O)[O-].[K+] (potassium 10,11-dihydrodibenzo[b.f]thiepin-2-acetate). Reaction SMILES: [CH:1]1[C:11]2[CH2:10][CH2:9][C:8]3[CH:12]=[CH:13][CH:14]=[CH:15][C:7]=3[S:6][C:5]=2[CH:4]=[CH:3][C:2]=1[CH2:16][C:17]([OH:19])=[O:18].[OH-].[K+:21]>CO>[CH:1]1[C:11]2[CH2:10][CH2:9][C:8]3[CH:12]=[CH:13][CH:14]=[CH:15][C:7]=3[S:6][C:5]=2[CH:4]=[CH:3][C:2]=1[CH2:16][C:17]([O-:19])=[O:18].[K+:21] |f:1.2,4.5|. Procedure: A solution of 350 mg. of 10,11-dihydrodibenzo[b.f]-thiepin-2-acetic acid in five ml. of methanol is treated with 1.1 molar equivalents of 1N methanolic potassium hydroxide. The solvent is evaporated under reduced pressure and the residue taken up in 2 ml. of methanol, followed by precipitation with ether, to yield potassium 10,11-dihydrodibenzo[b.f]thiepin-2-acetate. The reactants are C(C(C)(C)C)(=O)OCN1N=NC(=C1)CCCC(=O)NC1CCN(CC1)C(\C=C\C1=CC(=CC(=C1)Cl)Cl)=O ((E)-(4-(4-((1-(3-(3,5-dichlorophenyl)acryloyl)piperidin-4-yl)amino)-4-oxobutyl)-1H-1,2,3-triazol-1-yl)methyl pivalate), [OH-].[Na+] (NaOH), Cl (HCl). Run in CO (MeOH). Run at time 1.5 hour. Yields the product ClC=1C=C(C=C(C1)Cl)/C=C/C(=O)N1CCC(CC1)NC(CCCC=1N=NNC1)=O ((E)-N-(1-(3-(3,5-Dichlorophenyl)acryloyl)piperidin-4-yl)-4-(1H-1,2,3-triazol-4-yl)butanamide). As a reaction SMILES: C(OC[N:9]1[CH:13]=[C:12]([CH2:14][CH2:15][CH2:16][C:17]([NH:19][CH:20]2[CH2:25][CH2:24][N:23]([C:26](=[O:37])/[CH:27]=[CH:28]/[C:29]3[CH:34]=[C:33]([Cl:35])[CH:32]=[C:31]([Cl:36])[CH:30]=3)[CH2:22][CH2:21]2)=[O:18])[N:11]=[N:10]1)(=O)C(C)(C)C.[OH-].[Na+].Cl>CO>[Cl:35][C:33]1[CH:34]=[C:29](/[CH:28]=[CH:27]/[C:26]([N:23]2[CH2:22][CH2:21][CH:20]([NH:19][C:17](=[O:18])[CH2:16][CH2:15][CH2:14][C:12]3[N:11]=[N:10][NH:9][CH:13]=3)[CH2:25][CH2:24]2)=[O:37])[CH:30]=[C:31]([Cl:36])[CH:32]=1 |f:1.2|. Reported procedure: To a stirred solution of (E)-(4-(4-((1-(3-(3,5-dichlorophenyl)acryloyl)piperidin-4-yl)amino)-4-oxobutyl)-1H-1,2,3-triazol-1-yl)methyl pivalate (284 mg, 0.516 mmol) in MeOH (1 mL) was added 1M NaOH (1.135 mL, 1.135 mmol) and the mixture allowed to stir at RT for 1.5 hrs. An equivalent of 1M HCl (1.1 ml) was added to neutralise the reaction mixture and the MeOH was removed under reduced pressure. The reaction mixture was diluted with EtOAc and washed with water. The organic portion was dried over ... The solvent is C(C)(C)O.CCOCC (isopropanol ether). Reported procedure: With the use of 76.8 g (0.3 mole) of 3',4'-dichloro-2-(2-pyrrolidinylidene)-acetophenone, there is obtained in an analogous manner 2-[2-(3,4-dichlorophenyl)-2-(cyclohexylimino)-ethylidene]-pyrrolidine-(1:1)-fumarate, m.p. 208°-209° (from isopropanol/ether). Starting materials: ClC=1C=C(C=CC1Cl)C(C=C1NCCC1)=NC1CCCCC1 (2-[2-(3,4-dichlorophenyl)-2-(cyclohexylimino)-ethylidene]-pyrrolidine-), C(\C=C\C(=O)[O-])(=O)[O-] (fumarate). Product: ClC=1C=C(C=CC1Cl)C(C=C1NCCC1)=O (3',4'-dichloro-2-(2-pyrrolidinylidene)-acetophenone). Reaction SMILES: [Cl:1][C:2]1[CH:3]=[C:4]([C:9](=NC2CCCCC2)[CH:10]=[C:11]2[CH2:15][CH2:14][CH2:13][NH:12]2)[CH:5]=[CH:6][C:7]=1[Cl:8].C([O-])(=O)/C=C/C([O-])=[O:27]>C(O)(C)C.CCOCC>[Cl:1][C:2]1[CH:3]=[C:4]([C:9](=[O:27])[CH:10]=[C:11]2[CH2:15][CH2:14][CH2:13][NH:12]2)[CH:5]=[CH:6][C:7]=1[Cl:8] |f:2.3|.